This data is from the Open Reaction Database (ORD), a public repository of structured organic reaction records. The task is: describe an organic reaction: reactants, conditions, products, and yield Reactants: CCOC(CBr)OCC, CS(C)=O, [Cl-], [H-], N#Cc1cccc(N)c1, [NH4+], [Na+]. Yields the product CCOC(CNc1cccc(C#N)c1)OCC. RXN SMILES: [CH2:12]([CH3:13])[O:14][CH:15]([CH2:16][Br:17])[O:18][CH2:19][CH3:20].[CH3:23][S:24]([CH3:25])=[O:26].[Cl-:21].[H-:11].[NH2:1][c:2]1[cH:3][c:4]([C:5]#[N:6])[cH:7][cH:8][cH:9]1.[NH4+:22].[Na+:10]>>[NH:1]([c:2]1[cH:3][c:4]([C:5]#[N:6])[cH:7][cH:8][cH:9]1)[CH2:16][CH:15]([O:14][CH2:12][CH3:13])[O:18][CH2:19][CH3:20]. Starting materials: O (Water), C1(CC1)NC1=NC(=NC=2N1N=CC2\C=C/2\C(NC(N2)=O)=O)S(=O)(=O)C ((Z)-5-((4-(cyclopropylamino)-2-(methylsulfonyl)pyrazolo[1,5-a][1,3,5]triazin-8-yl)methylene)imidazolidine-2,4-dione), C1(CC1)NC1=NC(=NC=2N1N=CC2\C=C/2\C(NC(N2)=O)=O)S(=O)C ((Z)-5-((4-(cyclopropylamino)-2-(methylsulfinyl)pyrazolo[1,5-a][1,3,5]triazin-8-yl)methylene)imidazolidine-2,4-dione), C1(CC1)CN (Cyclopropylmethylamine). The solvent is C(Cl)Cl (methylene chloride), CN1CCCC1=O (NMP). Conditions: time 15 minute. Product: C1(CC1)NC1=NC(=NC=2N1N=CC2\C=C/2\C(NC(N2)=O)=O)NCC2CC2 ((Z)-5-((4-(cyclopropylamino)-2-(cyclopropylmethylamino)pyrazolo[1,5-a][1,3,5]triazin-8-yl)methylene)imidazolidine-2,4-dione). RXN SMILES: [CH:1]1([NH:4][C:5]2[N:10]3[N:11]=[CH:12][C:13](/[CH:14]=[C:15]4/[C:16](=[O:21])[NH:17][C:18](=[O:20])[NH:19]/4)=[C:9]3[N:8]=[C:7](S(C)(=O)=O)[N:6]=2)[CH2:3][CH2:2]1.C1(NC2N3N=CC(/C=C4/C(=O)NC(=O)N/4)=C3N=C(S(C)=O)N=2)CC1.[CH:50]1([CH2:53][NH2:54])[CH2:52][CH2:51]1.O>CN1C(=O)CCC1.C(Cl)Cl>[CH:1]1([NH:4][C:5]2[N:10]3[N:11]=[CH:12][C:13](/[CH:14]=[C:15]4/[C:16](=[O:21])[NH:17][C:18](=[O:20])[NH:19]/4)=[C:9]3[N:8]=[C:7]([NH:54][CH2:53][CH:50]3[CH2:52][CH2:51]3)[N:6]=2)[CH2:3][CH2:2]1. Procedure details: A (1:1) mixture of (Z)-5-((4-(cyclopropylamino)-2-(methylsulfonyl)pyrazolo[1,5-a][1,3,5]triazin-8-yl)methylene)imidazolidine-2,4-dione and (Z)-5-((4-(cyclopropylamino)-2-(methylsulfinyl)pyrazolo[1,5-a][1,3,5]triazin-8-yl)methylene)imidazolidine-2,4-dione (36 mg) was suspended in NMP (0.2 ml). Cyclopropylmethylamine (88 uL) was added and the mixture stirred at room temperature for 15 minutes. Water and methylene chloride were added and the resulting precipitate was filtered. After triturating in ... The product is C(=O)(O)CCC1=CC=C(C=C1)C1=CC=C(C=C1)CCC(=O)OC(C)(C)C (tert-butyl 3-[4′-(2-Carboxy-ethyl)-biphenyl-4-yl]-propionate). Reported procedure: Tert-butyl 3-(4-bromophenyl)propionate (433 mg, 1.52 mmol) in acetonitrile-water (3:1, 13 ml) under argon atmosphere was treated with 4-(2-carboxyethyl)benzeneboronic acid (294 mg, 1.52 mmol), K2CO3 (251 mg, 1.82 mmol) and (Ph3P)4Pd (87 mg, 73 μmol), and the stirred mixture was heated at 90° C. for 4 hours. Excess ethyl acetate and 2 M HCl was added and the organic phase was washed with 2×2 M HCl and 2× water. Drying over MgSO4 and evaporation in vacuo gave the crude product, which was purified ... Reagents/catalysts: C=1C=CC(=CC1)[P](C=2C=CC=CC2)(C=3C=CC=CC3)[Pd]([P](C=4C=CC=CC4)(C=5C=CC=CC5)C=6C=CC=CC6)([P](C=7C=CC=CC7)(C=8C=CC=CC8)C=9C=CC=CC9)[P](C=1C=CC=CC1)(C=1C=CC=CC1)C=1C=CC=CC1 ((Ph3P)4Pd). The reactants are Cl (HCl), BrC1=CC=C(C=C1)CCC(=O)OC(C)(C)C (Tert-butyl 3-(4-bromophenyl)propionate), C(=O)(O)CCC1=CC=C(C=C1)B(O)O (4-(2-carboxyethyl)benzeneboronic acid), C(=O)([O-])[O-].[K+].[K+] (K2CO3). The solvent is C(C)(=O)OCC (ethyl acetate), C(C)#N.O (acetonitrile water). Run at temperature 90 celsius. RXN SMILES: Br[C:2]1[CH:7]=[CH:6][C:5]([CH2:8][CH2:9][C:10]([O:12][C:13]([CH3:16])([CH3:15])[CH3:14])=[O:11])=[CH:4][CH:3]=1.[C:17]([CH2:20][CH2:21][C:22]1[CH:27]=[CH:26][C:25](B(O)O)=[CH:24][CH:23]=1)([OH:19])=[O:18].C([O-])([O-])=O.[K+].[K+].Cl>C(#N)C.O.C1C=CC([P]([Pd]([P](C2C=CC=CC=2)(C2C=CC=CC=2)C2C=CC=CC=2)([P](C2C=CC=CC=2)(C2C=CC=CC=2)C2C=CC=CC=2)[P](C2C=CC=CC=2)(C2C=CC=CC=2)C2C=CC=CC=2)(C2C=CC=CC=2)C2C=CC=CC=2)=CC=1.C(OCC)(=O)C>[C:17]([CH2:20][CH2:21][C:22]1[CH:27]=[CH:26][C:25]([C:2]2[CH:7]=[CH:6][C:5]([CH2:8][CH2:9][C:10]([O:12][C:13]([CH3:16])([CH3:15])[CH3:14])=[O:11])=[CH:4][CH:3]=2)=[CH:24][CH:23]=1)([OH:19])=[O:18] |f:2.3.4,6.7,^1:45,47,66,85|. The reactants are ClC1=CC(=CS1)C#N (5-chlorothiophene-3-carbonitrile), ice water, B.C1CCOC1 (BH3.THF), Cl (HCl), O.CO (H2O MeOH). Run in C1CCOC1 (THF). Conditions: time 4 hour. Yields the product Cl.ClC1=CC(=CS1)CN ((5-Chlorothiophen-3-yl)methanamine hydrochloride). Yield: 312.2%. RXN SMILES: B.C1COCC1.[Cl:7][C:8]1[S:12][CH:11]=[C:10]([C:13]#[N:14])[CH:9]=1.Cl.O.CO>C1COCC1>[ClH:7].[Cl:7][C:8]1[S:12][CH:11]=[C:10]([CH2:13][NH2:14])[CH:9]=1 |f:0.1,4.5,7.8|. Reported procedure: To a pre-cooled (ice-water bath) solution of BH3.THF (3.4 eq, 11.8 mL) was added a solution of 5-chlorothiophene-3-carbonitrile (0.5 g, 3.48 mmol) in THF (11.5 ml). The reaction mixture was stirred for 4 hours at room temperature and subsequently 6 N HCl (17 ml) was added slowly followed by H2O/MeOH (17/114 mL). The reaction mixture was stirred overnight. Removal of the volatiles afforded the title product (1.0 g) as an off-white solid.